This data is from the Open Reaction Database (ORD), a public repository of structured organic reaction records. The task is: describe an organic reaction: reactants, conditions, products, and yield Reactants: CC(C)O, Cl, Clc1nc(-c2ccccc2)nc2ccccc12, CC1CN(c2ccccn2)C(C)CN1. Product: CC1CN(c2nc(-c3ccccc3)nc3ccccc23)C(C)CN1c1ccccn1. RXN SMILES: [CH:32]([OH:33])([CH3:34])[CH3:35].[ClH:36].[c:1]1(-[c:7]2[n:8][c:9]3[cH:10][cH:11][cH:12][cH:13][c:14]3[c:15]([Cl:17])[n:16]2)[cH:2][cH:3][cH:4][cH:5][cH:6]1.[n:18]1[c:19]([N:24]2[CH:25]([CH3:31])[CH2:26][NH:27][CH:28]([CH3:30])[CH2:29]2)[cH:20][cH:21][cH:22][cH:23]1>>[c:1]1(-[c:7]2[n:8][c:9]3[cH:10][cH:11][cH:12][cH:13][c:14]3[c:15]([N:27]3[CH2:26][CH:25]([CH3:31])[N:24]([c:19]4[n:18][cH:23][cH:22][cH:21][cH:20]4)[CH2:29][CH:28]3[CH3:30])[n:16]2)[cH:2][cH:3][cH:4][cH:5][cH:6]1. Reactants: CC=1N=C(SC1CO)C1=CC=CC=C1 ((4-methyl-2-phenyl-thiazol-5-yl)-methanol), C1(=CC=CC=C1)P(C1=CC=CC=C1)C1=CC=CC=C1 (triphenylphosphine), N(=NC(=O)OCC)C(=O)OCC (diethyl azodicarboxylate), C(C)OC(C(CC1=C(C=C(C=C1)O)C)OCC)=O ([rac]-2-ethoxy-3-(4-hydroxy-2-methyl-phenyl)-propionic acid ethyl ester). Yields the product C(C)OC(C(CC1=C(C=C(C=C1)OCC1=C(N=C(S1)C1=CC=CC=C1)C)C)OCC)=O ([rac]-2-ethoxy-3-[2-methyl-4-(4-methyl-2-phenyl-thiazol-5-ylmethoxy)-phenyl]-propionic acid ethyl ester). RXN SMILES: [CH2:1]([O:3][C:4](=[O:18])[CH:5]([O:15][CH2:16][CH3:17])[CH2:6][C:7]1[CH:12]=[CH:11][C:10]([OH:13])=[CH:9][C:8]=1[CH3:14])[CH3:2].[CH3:19][C:20]1[N:21]=[C:22]([C:27]2[CH:32]=[CH:31][CH:30]=[CH:29][CH:28]=2)[S:23][C:24]=1[CH2:25]O.C1(P(C2C=CC=CC=2)C2C=CC=CC=2)C=CC=CC=1.N(C(OCC)=O)=NC(OCC)=O>>[CH2:1]([O:3][C:4](=[O:18])[CH:5]([O:15][CH2:16][CH3:17])[CH2:6][C:7]1[CH:12]=[CH:11][C:10]([O:13][CH2:25][C:24]2[S:23][C:22]([C:27]3[CH:28]=[CH:29][CH:30]=[CH:31][CH:32]=3)=[N:21][C:20]=2[CH3:19])=[CH:9][C:8]=1[CH3:14])[CH3:2]. Reported procedure: In analogy to the procedure described in example 10 c], [rac]-2-ethoxy-3-(4-hydroxy-2-methyl-phenyl)-propionic acid ethyl ester (example 10 b]) was reacted with (4-methyl-2-phenyl-thiazol-5-yl)-methanol [PCT Int. Appl. (2002), WO 02/80899 A1] in the presence of triphenylphosphine and diethyl azodicarboxylate to yield [rac]-2-ethoxy-3-[2-methyl-4-(4-methyl-2-phenyl-thiazol-5-ylmethoxy)-phenyl]-propionic acid ethyl ester as colorless oil. Starting materials: OC1(C(OC2=C1C=C(C(=C2C)C)NC(CC(C)(C)C)=O)(C)C)C=2SC=CC2 (N-(3-Hydroxy-2,2,6,7-tetramethyl-3-(2-thienyl)-2,3-dihydro-1-benzofuran-5-yl)-3,3-dimethylbutanamide). Solvent: C(C)(=O)OCC.CCCCCC (ethyl acetate hexane). Yields the product CC1(OC2=C(C1C=1SC=CC1)C=C(C(=C2C)C)NC(CC(C)(C)C)=O)C (N-(2,2,6,7-Tetramethyl-3-(2-thienyl)-2,3-dihydro-1-benzofuran-5-yl)-3,3-dimethylbutanamide). The yield is 65.0%. As a reaction SMILES: O[C:2]1([C:23]2[S:24][CH:25]=[CH:26][CH:27]=2)[C:6]2[CH:7]=[C:8]([NH:13][C:14](=[O:20])[CH2:15][C:16]([CH3:19])([CH3:18])[CH3:17])[C:9]([CH3:12])=[C:10]([CH3:11])[C:5]=2[O:4][C:3]1([CH3:22])[CH3:21]>C(OCC)(=O)C.CCCCCC>[CH3:21][C:3]1([CH3:22])[CH:2]([C:23]2[S:24][CH:25]=[CH:26][CH:27]=2)[C:6]2[CH:7]=[C:8]([NH:13][C:14](=[O:20])[CH2:15][C:16]([CH3:19])([CH3:18])[CH3:17])[C:9]([CH3:12])=[C:10]([CH3:11])[C:5]=2[O:4]1 |f:1.2|. Procedure details: Using N-(3-hydroxy-2,2,6,7-tetramethyl-3-(2-thienyl)-2,3-dihydro-1-benzofuran-5-yl)-3,3-dimethylbutanamide obtained in Example 248, the title compound was synthesized in the same manner as in Example 271. Yield: 65%. Melting point: 137-138° C. (ethyl acetate-hexane).